Dataset: the Open Reaction Database (ORD), a public repository of structured organic reaction records. Task: describe an organic reaction: reactants, conditions, products, and yield The reactants are C(C)OC(C#CC=1C(N(C(N(C1C)C1=CC(=CC=C1)C(F)(F)F)=O)CC)=O)OCC (5-(3,3-diethoxyprop-1-ynyl)-3-ethyl-6-methyl-1-(3-(trifluoromethyl)phenyl)pyrimidin-2,4(1H,3H)-dione), C(#N)C1=CC=C(C=C1)NN (4-cyanophenylhydrazine), S(O)(O)(=O)=O (sulfuric acid), O (water). Run in C(C)#N (acetonitrile). The product is C(C)N1C(N(C(=C(C1=O)C#C\C=N/NC1=CC=C(C#N)C=C1)C)C1=CC(=CC=C1)C(F)(F)F)=O ((Z)-4-(2-(3-(3-ethyl-6-methyl-2,4-dioxo-1-(3-(trifluoromethyl)phenyl)-1,2,3,4-tetrahydropyrimidin-5-yl)prop-2-yneylidene)hydrazinyl)benzonitrile). Isolated yield 95.0%. RXN SMILES: C(O[CH:4](OCC)[C:5]#[C:6][C:7]1[C:8](=[O:27])[N:9]([CH2:25][CH3:26])[C:10](=[O:24])[N:11]([C:14]2[CH:19]=[CH:18][CH:17]=[C:16]([C:20]([F:23])([F:22])[F:21])[CH:15]=2)[C:12]=1[CH3:13])C.[C:31]([C:33]1[CH:38]=[CH:37][C:36]([NH:39][NH2:40])=[CH:35][CH:34]=1)#[N:32].S(=O)(=O)(O)O.O>C(#N)C>[CH2:25]([N:9]1[C:8](=[O:27])[C:7]([C:6]#[C:5]/[CH:4]=[N:40]\[NH:39][C:36]2[CH:37]=[CH:38][C:33]([C:31]#[N:32])=[CH:34][CH:35]=2)=[C:12]([CH3:13])[N:11]([C:14]2[CH:19]=[CH:18][CH:17]=[C:16]([C:20]([F:23])([F:21])[F:22])[CH:15]=2)[C:10]1=[O:24])[CH3:26]. Procedure details: To a solution of 5-(3,3-diethoxyprop-1-ynyl)-3-ethyl-6-methyl-1-(3-(trifluoromethyl)phenyl)pyrimidin-2,4(1H,3H)-dione (2.40 g) in acetonitrile (72 ml) were added 4-cyanophenylhydrazine (1.11 g) and concentrated sulfuric acid (0.30 ml) and the resulting mixture was stirred at room temperature for thirty minutes. The resulting mixture was cooled to 0° C. and thereto was added water (140 ml) dropwise, and the solids were collected by filtration and washed with water to afford (Z)-4-(2-(3-(3-ethyl-6... Starting materials: BrCC1=C(C(=O)OC)C=CN=C1Cl (methyl 3-(bromomethyl)-2-chloroisonicotinate), Cl.FC(COC1=CC=C(C(=N1)OC)C(C)N)F (1-(6-(2,2-difluoroethoxy)-2-methoxypyridin-3-yl)ethanamine hydrochloride). Yields the product ClC1=NC=CC2=C1CN(C2=O)C(C)C=2C(=NC(=CC2)OCC(F)F)OC (4-chloro-2-(1-(6-(2,2-difluoroethoxy)-2-methoxypyridin-3-yl)ethyl)-2,3-dihydro-1H-pyrrolo[3,4-c]pyridin-1-one). Isolated yield 91.0%. Reaction SMILES: Br[CH2:2][C:3]1[C:12]([Cl:13])=[N:11][CH:10]=[CH:9][C:4]=1[C:5]([O:7]C)=O.Cl.[F:15][CH:16]([F:30])[CH2:17][O:18][C:19]1[N:24]=[C:23]([O:25][CH3:26])[C:22]([CH:27]([NH2:29])[CH3:28])=[CH:21][CH:20]=1>>[Cl:13][C:12]1[C:3]2[CH2:2][N:29]([CH:27]([C:22]3[C:23]([O:25][CH3:26])=[N:24][C:19]([O:18][CH2:17][CH:16]([F:15])[F:30])=[CH:20][CH:21]=3)[CH3:28])[C:5](=[O:7])[C:4]=2[CH:9]=[CH:10][N:11]=1 |f:1.2|. Reported procedure: The title compound is prepared in 91% yield (198 mg, colorless oil) from methyl 3-(bromomethyl)-2-chloroisonicotinate (150 mg, 0.57 mmol) and 1-(6-(2,2-difluoroethoxy)-2-methoxypyridin-3-yl)ethanamine hydrochloride (152 mg, 0.57 mmol, Amine-21, single enantiomer) in a similar manner to Intermediate-2. RXN SMILES: [Cl:1][C:2]1[CH:3]=[CH:4][C:5]([C:26]#[N:27])=[C:6]([C:8]2[C:13]([O:14][CH3:15])=[CH:12][N:11]([CH:16]([CH2:20][C:21]([F:24])([F:23])[F:22])[C:17]([OH:19])=O)[C:10](=[O:25])[CH:9]=2)[CH:7]=1.[NH2:28][C:29]1[CH:39]=[CH:38][C:32]([C:33]([O:35][CH2:36][CH3:37])=[O:34])=[CH:31][CH:30]=1.CC(C)N=C=NC(C)C>CN(C)C=O>[Cl:1][C:2]1[CH:3]=[CH:4][C:5]([C:26]#[N:27])=[C:6]([C:8]2[C:13]([O:14][CH3:15])=[CH:12][N:11]([CH:16]([CH2:20][C:21]([F:24])([F:23])[F:22])[C:17]([NH:28][C:29]3[CH:30]=[CH:31][C:32]([C:33]([O:35][CH2:36][CH3:37])=[O:34])=[CH:38][CH:39]=3)=[O:19])[C:10](=[O:25])[CH:9]=2)[CH:7]=1. The product is ClC=1C=CC(=C(C1)C1=CC(N(C=C1OC)C(C(=O)NC1=CC=C(C(=O)OCC)C=C1)CC(F)(F)F)=O)C#N (Ethyl 4-({2-[4-(5-chloro-2-cyanophenyl)-5-methoxy-2-oxopyridin-1(2H)-yl]-4,4,4-trifluorobutanoyl}amino)benzoate). Reported procedure: 63.0 mg (157 μmol) of 2-[4-(5-chloro-2-cyanophenyl)-5-methoxy-2-oxopyridin-1(2H)-yl]-4,4,4-trifluorobutanoic acid (racemate), 26.0 mg (157 μmol) of ethyl 4-aminobenzoate, 22.3 mg (157 μmol) of Oxima and 24.0 μl (157 μmol) of DIC in 1.6 ml of dimethylformamide were reacted according to General Method 5B. The reaction product was purified by preparative HPLC [column: Chromatorex C18, 10 μm, 125×30 mm, mobile phase: acetonitrile/0.05% formic acid gradient (0 to 3 min 10% acetonitrile, to 35 min 90%... The solvent is CN(C=O)C (dimethylformamide). Reaction conditions: time 35 minute. Starting materials: ClC=1C=CC(=C(C1)C1=CC(N(C=C1OC)C(C(=O)O)CC(F)(F)F)=O)C#N (2-[4-(5-chloro-2-cyanophenyl)-5-methoxy-2-oxopyridin-1(2H)-yl]-4,4,4-trifluorobutanoic acid), NC1=CC=C(C(=O)OCC)C=C1 (ethyl 4-aminobenzoate), CC(N=C=NC(C)C)C (DIC). Starting materials: C#CCCC (pent-1-yne), tetrakis (triphenylphosphine)palladium(O), C(CCC)[Li] (n-butyllithium), BrC=1SC=CC1 (2-bromothiophene). The reagents and catalysts are [Cl-].[Zn+2].[Cl-] (zinc chloride). Product: C(#CCCC)C=1SC=CC1 (2-pent-1-ynylthiophene). RXN SMILES: [CH:1]#[C:2][CH2:3][CH2:4][CH3:5].C([Li])CCC.Br[C:12]1[S:13][CH:14]=[CH:15][CH:16]=1>[Cl-].[Zn+2].[Cl-]>[C:1]([C:12]1[S:13][CH:14]=[CH:15][CH:16]=1)#[C:2][CH2:3][CH2:4][CH3:5] |f:3.4.5|. Procedure: Quantities: pent-1-yne (6.80 g, 0.10 mol), n-butyllithium (10.0 ml, 10.0M in hexane, 0.044 mol), zinc chloride (13.60 g, 0.10 mol), 2-bromothiophene (16.00 g, 0.098 mol), tetrakis (triphenylphosphine)palladium(O) (3.40 g 2.94 mol). The reactants are CN(C)C=O, CCN(C(C)C)C(C)C, ClCCl, O=C(O)CCN1CCCCC1, Cc1cccn2cc(-c3ccc(N)cc3)nc12, O, On1nnc2ccccc21. Product: Cc1cccn2cc(-c3ccc(NC(=O)CCN4CCCCC4)cc3)nc12. Reaction SMILES: [CH3:52][N:53]([CH3:54])[CH:55]=[O:56].[CH:18]([N:19]([CH2:20][CH3:21])[CH:22]([CH3:23])[CH3:24])([CH3:25])[CH3:26].[Cl:49][CH2:50][Cl:51].[N:27]1([CH2:33][CH2:34][C:35](=[O:36])[OH:37])[CH2:28][CH2:29][CH2:30][CH2:31][CH2:32]1.[NH2:1][c:2]1[cH:3][cH:4][c:5](-[c:8]2[n:9][c:10]3[n:11]([cH:12][cH:13][cH:14][c:15]3[CH3:16])[cH:17]2)[cH:6][cH:7]1.[OH2:38].[OH:39][n:40]1[c:41]2[cH:42][cH:43][cH:44][cH:45][c:46]2[n:47][n:48]1>>[NH:1]([c:2]1[cH:3][cH:4][c:5](-[c:8]2[n:9][c:10]3[n:11]([cH:12][cH:13][cH:14][c:15]3[CH3:16])[cH:17]2)[cH:6][cH:7]1)[C:35]([CH2:34][CH2:33][N:27]1[CH2:28][CH2:29][CH2:30][CH2:31][CH2:32]1)=[O:36]. Starting materials: C(=NC1CCCCC1)=NC1CCCCC1, ClCCl, CC(=O)Oc1cc(C(=O)OC(c2ccccc2)c2ccccc2)c(CON=C(C(=O)O)c2csc(NC(c3ccccc3)(c3ccccc3)c3ccccc3)n2)cc1O, Cc1cc(SCC2=C(C(=O)OC(c3ccccc3)c3ccccc3)N3C(=O)C(N)C3SC2)n2nc(C(=O)OC(c3ccccc3)c3ccccc3)nc2n1. The product is CC(=O)Oc1cc(C(=O)OC(c2ccccc2)c2ccccc2)c(CON=C(C(=O)NC2C(=O)N3C(C(=O)OC(c4ccccc4)c4ccccc4)=C(CSc4cc(C)nc5nc(C(=O)OC(c6ccccc6)c6ccccc6)nn45)CSC23)c2csc(NC(c3ccccc3)(c3ccccc3)c3ccccc3)n2)cc1O. As a reaction SMILES: [CH:114]1([N:115]=[C:116]=[N:117][CH:118]2[CH2:119][CH2:120][CH2:121][CH2:122][CH2:123]2)[CH2:124][CH2:125][CH2:126][CH2:127][CH2:128]1.[Cl:129][CH2:130][Cl:131].[c:1]1([C:7]([c:8]2[cH:9][cH:10][cH:11][cH:12][cH:13]2)([c:14]2[cH:15][cH:16][cH:17][cH:18][cH:19]2)[NH:20][c:21]2[s:22][cH:23][c:24]([C:26]([C:27](=[O:28])[OH:29])=[N:30][O:31][CH2:32][c:33]3[c:34]([C:44](=[O:45])[O:46][CH:47]([c:48]4[cH:49][cH:50][cH:51][cH:52][cH:53]4)[c:54]4[cH:55][cH:56][cH:57][cH:58][cH:59]4)[cH:35][c:36]([O:40][C:41]([CH3:42])=[O:43])[c:37]([OH:39])[cH:38]3)[n:25]2)[cH:2][cH:3][cH:4][cH:5][cH:6]1.[c:60]1([CH:66]([c:67]2[cH:68][cH:69][cH:70][cH:71][cH:72]2)[O:73][C:74](=[O:75])[C:76]2=[C:83]([CH2:84][S:85][c:86]3[cH:87][c:88]([CH3:111])[n:89][c:90]4[n:91]3[n:92][c:93]([C:95](=[O:96])[O:97][CH:98]([c:99]3[cH:100][cH:101][cH:102][cH:103][cH:104]3)[c:105]3[cH:106][cH:107][cH:108][cH:109][cH:110]3)[n:94]4)[CH2:82][S:81][CH:80]3[N:77]2[C:78](=[O:113])[CH:79]3[NH2:112])[cH:61][cH:62][cH:63][cH:64][cH:65]1>>[c:1]1([C:7]([c:8]2[cH:9][cH:10][cH:11][cH:12][cH:13]2)([c:14]2[cH:15][cH:16][cH:17][cH:18][cH:19]2)[NH:20][c:21]2[s:22][cH:23][c:24]([C:26]([C:27](=[O:28])[NH:112][CH:79]3[C:78](=[O:113])[N:77]4[C:76]([C:74]([O:73][CH:66]([c:60]5[cH:61][cH:62][cH:63][cH:64][cH:65]5)[c:67]5[cH:68][cH:69][cH:70][cH:71][cH:72]5)=[O:75])=[C:83]([CH2:84][S:85][c:86]5[cH:87][c:88]([CH3:111])[n:89][c:90]6[n:91]5[n:92][c:93]([C:95](=[O:96])[O:97][CH:98]([c:99]5[cH:100][cH:101][cH:102][cH:103][cH:104]5)[c:105]5[cH:106][cH:107][cH:108][cH:109][cH:110]5)[n:94]6)[CH2:82][S:81][CH:80]43)=[N:30][O:31][CH2:32][c:33]3[c:34]([C:44](=[O:45])[O:46][CH:47]([c:48]4[cH:49][cH:50][cH:51][cH:52][cH:53]4)[c:54]4[cH:55][cH:56][cH:57][cH:58][cH:59]4)[cH:35][c:36]([O:40][C:41]([CH3:42])=[O:43])[c:37]([OH:39])[cH:38]3)[n:25]2)[cH:2][cH:3][cH:4][cH:5][cH:6]1. Starting materials: N1=NC=CC=C1 (pyridazine), S(=O)(=O)([O-])OOS(=O)(=O)[O-].[NH4+].[NH4+] (ammonium persulfate), C1(=CC=CC=C1)CC(=O)O (Phenylacetic acid). Reagents/catalysts: [N+](=O)([O-])[O-].[Ag+] (AgNO3). Run in OS(=O)(=O)O (H2SO4). Run at temperature 70 celsius, time 20 minute. Product: C(C1=CC=CC=C1)C1=CN=NC=C1 (4-Benzylpyridazine). As a reaction SMILES: [N:1]1[CH:6]=[CH:5][CH:4]=[CH:3][N:2]=1.[C:7]1([CH2:13]C(O)=O)[CH:12]=[CH:11][CH:10]=[CH:9][CH:8]=1.S(OOS([O-])(=O)=O)([O-])(=O)=O.[NH4+].[NH4+]>OS(O)(=O)=O.[N+]([O-])([O-])=O.[Ag+]>[CH2:13]([C:5]1[CH:4]=[CH:3][N:2]=[N:1][CH:6]=1)[C:7]1[CH:12]=[CH:11][CH:10]=[CH:9][CH:8]=1 |f:2.3.4,6.7|. Procedure: To a 70° C. solution of pyridazine (9; 10 g, 0.125 mole) in aqueous H2SO4 (2N, 125 mL) was added AgNO3 (6.37 g, 0.0375 mole). Phenylacetic acid (10; 85.06 g 0.625 mole) was added to the mixture. The reaction mixture was stirred vigorously at 70° C. for 20 minutes and was degassed with a flow of nitrogen for 2 minutes, followed by a slow portionwise addition of ammonium persulfate (85.62, 0.375 mole) with rapid gas evolution. The reaction mixture was then heated at 90° C. for 30 minutes. The reac... Starting materials: OC1=CC=2C=3C4=C(C(=CC3NC2C=C1)I)C(NC4=O)=O (9-hydroxy-4-iodopyrrolo[3,4-c]carbazole-1,3(2H,6H)-dione), FC(C1=C(C=CC=C1)B(O)O)(F)F (2-trifluoromethylbenzeneboronic acid). Product: OC1=CC=2C=3C4=C(C(=CC3NC2C=C1)C1=C(C=CC=C1)C(F)(F)F)C(NC4=O)=O (9-Hydroxy-4-(2-trifluoromethylphenyl)pyrrolo[3,4-c]carbazole-1,3(2H,6H)-dione). The yield is 47.0%. As a reaction SMILES: [OH:1][C:2]1[CH:14]=[CH:13][C:12]2[NH:11][C:10]3[CH:9]=[C:8](I)[C:7]4[C:16](=[O:20])[NH:17][C:18](=[O:19])[C:6]=4[C:5]=3[C:4]=2[CH:3]=1.[F:21][C:22]([F:33])([F:32])[C:23]1[CH:28]=[CH:27][CH:26]=[CH:25][C:24]=1B(O)O>>[OH:1][C:2]1[CH:14]=[CH:13][C:12]2[NH:11][C:10]3[CH:9]=[C:8]([C:24]4[CH:25]=[CH:26][CH:27]=[CH:28][C:23]=4[C:22]([F:33])([F:32])[F:21])[C:7]4[C:16](=[O:20])[NH:17][C:18](=[O:19])[C:6]=4[C:5]=3[C:4]=2[CH:3]=1. Procedure details: The reaction of 9-hydroxy-4-iodopyrrolo[3,4-c]carbazole-1,3(2H,6H)-dione, prepared as in example 7, with 2-trifluoromethylbenzeneboronic acid according to the procedure described in example 8 gave 9-Hydroxy-4-(2-trifluoromethylphenyl)pyrrolo[3,4-c]carbazole-1,3(2H,6H)-dione (22) (I, Ar=2-trifluoromethylphenyl) in a 47% yield, mp 210° C. (dec). 1H NMR δ [(CD3)2SO] 11.81 (br s, 1H), 11.01 (br s, 1H), 9.30 (br s, 1H), 8.31 (d, J=2.4 Hz, 1H), 7.86 (br d, J=7.2 Hz, 1H), 7.75–7.64 (m, 2H), 7.51 (s, 1H... The reactants are CC(=CCBr)C (PrenylBr), CC(C)(C)OC(=O)N1CCN(CC1)c2ccc(NC(=O)c3oc(cc3)c4ccc(Cl)cc4)cc2 (p-Cl Core). Reagents/catalysts: O=S(=O)(O)O (H2SO4), CCN=P(N=P(N(C)C)(N(C)C)N(C)C)(N(C)C)N(C)C (P2-Et). The solvent is COCCOCCOC (diglyme), CN(C)C=O (DMF), CN(C)C=O (DMF), CN(C)C=O (DMF). Reaction conditions: temperature 23 celsius, time 20 hour. Yields the product CC(=CCN(C(=O)c1oc(cc1)c2ccc(Cl)cc2)c3ccc(cc3)N4CCNCC4)C (MK2_Alk_12), CC(C)(C)OC(=O)N1CCN(CC1)c2ccc(NC(=O)c3oc(cc3)c4ccc(Cl)cc4)cc2 (p-Cl Core), CC(C)(C)OC(=O)N1CCN(CC1)c2ccc(NC(=O)c3oc(cc3)c4ccc(Cl)cc4)cc2 (MK2_Core_Cl). Yield: 61.0%.